Task: describe an organic reaction: reactants, conditions, products, and yield. Dataset: the Open Reaction Database (ORD), a public repository of structured organic reaction records Reactants: BrC1=CN(C=2N=CN=C(C21)N[C@@H](C)C2=NN1C(C(N2C2=CC=CC=C2)=O)=C(C=C1)C)COCC[Si](C)(C)C ((S)-2-(1-((5-Bromo-7-((2-(trimethylsilyl)ethoxy)methyl)-7H-pyrrolo[2,3-d]pyrimidin-4-yl)amino)ethyl)-5-methyl-3-phenylpyrrolo[2,1-f][1,2,4]triazin-4(3H)-one), OC1=CC=C(C=C1)B(O)O ((4-hydroxyphenyl)boronic acid), C([O-])([O-])=O.[Na+].[Na+] (sodium carbonate). Reagents/catalysts: Cl[Pd]([P](C1=CC=CC=C1)(C2=CC=CC=C2)C3=CC=CC=C3)([P](C4=CC=CC=C4)(C5=CC=CC=C5)C6=CC=CC=C6)Cl (bis(triphenylphosphine)palladium(II) dichloride). Yields the product OC1=CC=C(C=C1)C1=CN(C=2N=CN=C(C21)N[C@@H](C)C2=NN1C(C(N2C2=CC=CC=C2)=O)=C(C=C1)C)COCC[Si](C)(C)C ((S)-2-(1-((5-(4-Hydroxyphenyl)-7-((2-(trimethylsilyl)ethoxy)methyl)-7H-pyrrolo[2,3-d]pyrimidin-4-yl)amino)ethyl)-5-methyl-3-phenylpyrrolo[2,1-f][1,2,4]triazin-4(3H)-one). Yield: 60.8%. As a reaction SMILES: Br[C:2]1[C:10]2[C:9]([NH:11][C@H:12]([C:14]3[N:19]([C:20]4[CH:25]=[CH:24][CH:23]=[CH:22][CH:21]=4)[C:18](=[O:26])[C:17]4=[C:27]([CH3:30])[CH:28]=[CH:29][N:16]4[N:15]=3)[CH3:13])=[N:8][CH:7]=[N:6][C:5]=2[N:4]([CH2:31][O:32][CH2:33][CH2:34][Si:35]([CH3:38])([CH3:37])[CH3:36])[CH:3]=1.[OH:39][C:40]1[CH:45]=[CH:44][C:43](B(O)O)=[CH:42][CH:41]=1.C(=O)([O-])[O-].[Na+].[Na+]>Cl[Pd](Cl)([P](C1C=CC=CC=1)(C1C=CC=CC=1)C1C=CC=CC=1)[P](C1C=CC=CC=1)(C1C=CC=CC=1)C1C=CC=CC=1>[OH:39][C:40]1[CH:45]=[CH:44][C:43]([C:2]2[C:10]3[C:9]([NH:11][C@H:12]([C:14]4[N:19]([C:20]5[CH:25]=[CH:24][CH:23]=[CH:22][CH:21]=5)[C:18](=[O:26])[C:17]5=[C:27]([CH3:30])[CH:28]=[CH:29][N:16]5[N:15]=4)[CH3:13])=[N:8][CH:7]=[N:6][C:5]=3[N:4]([CH2:31][O:32][CH2:33][CH2:34][Si:35]([CH3:38])([CH3:37])[CH3:36])[CH:3]=2)=[CH:42][CH:41]=1 |f:2.3.4,^1:57,76|. Reported procedure: (S)-2-(1-((5-Bromo-7-((2-(trimethylsilyl)ethoxy)methyl)-7H-pyrrolo[2,3-d]pyrimidin-4-yl)amino)ethyl)-5-methyl-3-phenylpyrrolo[2,1-f][1,2,4]triazin-4(3H)-one (80 mg, 0.13 mmol) was treated with (4-hydroxyphenyl)boronic acid (45 mg, 0.32 mmol), sodium carbonate (34 mg, 0.32 mmols) and bis(triphenylphosphine)palladium(II) dichloride (9 mg, 0.01 mmol) according to the method described in Preparation 62. The residue was purified using SP1® Purification System (0% to 60%, hexane-ethyl acetate) to give... Starting materials: BrC=1C(=NC=2N(C1N(COCC[Si](C)(C)C)COCC[Si](C)(C)C)N=CC2C=2C=NC1=CC=CC=C1C2)N2CCOCC2 (6-bromo-5-morpholino-3-(quinolin-3-yl)-N,N-bis((2-(trimethylsilyl)ethoxy)methyl)pyrazolo[1,5-a]pyrimidin-7-amine), [Sn](CCCC)(CCCC)(CCCC)C#N (Bu3SnCN). Reagents/catalysts: CC(C)([P](C(C)(C)C)([Pd][P](C(C)(C)C)(C(C)(C)C)C(C)(C)C)C(C)(C)C)C (Pd[P(t-Bu)3]2). The solvent is O1CCOCC1 (Dioxane). Run at temperature 100 celsius. The product is C[Si](CCOCN(C1=C(C(=NC=2N1N=CC2C=2C=NC1=CC=CC=C1C2)N2CCOCC2)C#N)COCC[Si](C)(C)C)(C)C (7-(bis((2-(trimethylsilyl)ethoxy)methyl)amino)-5-morpholino-3-(quinolin-3-yl)pyrazolo[1,5-a]pyrimidine-6-carbonitrile). RXN SMILES: Br[C:2]1[C:3]([N:38]2[CH2:43][CH2:42][O:41][CH2:40][CH2:39]2)=[N:4][C:5]2[N:6]([N:25]=[CH:26][C:27]=2[C:28]2[CH:29]=[N:30][C:31]3[C:36]([CH:37]=2)=[CH:35][CH:34]=[CH:33][CH:32]=3)[C:7]=1[N:8]([CH2:17][O:18][CH2:19][CH2:20][Si:21]([CH3:24])([CH3:23])[CH3:22])[CH2:9][O:10][CH2:11][CH2:12][Si:13]([CH3:16])([CH3:15])[CH3:14].[Sn]([C:57]#[N:58])(CCCC)(CCCC)CCCC>O1CCOCC1.CC(C)([P](C(C)(C)C)([Pd][P](C(C)(C)C)(C(C)(C)C)C(C)(C)C)C(C)(C)C)C>[CH3:14][Si:13]([CH3:16])([CH3:15])[CH2:12][CH2:11][O:10][CH2:9][N:8]([CH2:17][O:18][CH2:19][CH2:20][Si:21]([CH3:24])([CH3:23])[CH3:22])[C:7]1[N:6]2[N:25]=[CH:26][C:27]([C:28]3[CH:29]=[N:30][C:31]4[C:36]([CH:37]=3)=[CH:35][CH:34]=[CH:33][CH:32]=4)=[C:5]2[N:4]=[C:3]([N:38]2[CH2:43][CH2:42][O:41][CH2:40][CH2:39]2)[C:2]=1[C:57]#[N:58] |^1:67,73|. Reported procedure: A degassed mixture of 6-bromo-5-morpholino-3-(quinolin-3-yl)-N,N-bis((2-(trimethylsilyl)ethoxy)methyl)pyrazolo[1,5-a]pyrimidin-7-amine (35 mg, 0.051 mmoL), Bu3SnCN (32.3 mg, 0.10 mmoL), Pd[P(t-Bu)3]2 (5.2 mg, 0.010 mmoL) in Dioxane (3 mL) was heated at 100° C. overnight. The mixture was cooled to room temperature and the solvent was evaporated in vacuo. Purification by column chromatography afforded the titled compound. LCMS tR=2.76 Min (5 min run, UV254nm). Mass calculated for, M+ 631.3, observ...